From a dataset of the Open Reaction Database (ORD), a public repository of structured organic reaction records. describe an organic reaction: reactants, conditions, products, and yield Starting materials: C(C1=CC=CC=C1)N[C@H](CO[Si](C)(C)C(C)(C)C)C(=O)OC (methyl N-benzyl-O-[tert-butyl(dimethyl)silyl]-D-serinate), [Li+].[BH4-] (LiBH4), CO (MeOH). The solvent is C1CCOC1 (THF), C1CCOC1 (THF). Reaction conditions: time 16 hour. Product: C(C1=CC=CC=C1)N[C@@H](CO)CO[Si](C)(C)C(C)(C)C ((2S)-2-(benzylamino)-3-{[tert-butyl(dimethyl)silyl]oxy}propan-1-ol). RXN SMILES: [CH2:1]([NH:8][C@@H:9]([C:19](OC)=[O:20])[CH2:10][O:11][Si:12]([C:15]([CH3:18])([CH3:17])[CH3:16])([CH3:14])[CH3:13])[C:2]1[CH:7]=[CH:6][CH:5]=[CH:4][CH:3]=1.[Li+].[BH4-].CO>C1COCC1>[CH2:1]([NH:8][C@H:9]([CH2:10][O:11][Si:12]([C:15]([CH3:18])([CH3:17])[CH3:16])([CH3:13])[CH3:14])[CH2:19][OH:20])[C:2]1[CH:7]=[CH:6][CH:5]=[CH:4][CH:3]=1 |f:1.2|. Procedure details: To methyl N-benzyl-O-[tert-butyl(dimethyl)silyl]-D-serinate (1 eq.) in THF (0.4 M) at rt were added 2M LiBH4 in THF (1.2 eq.) and MeOH (1.2 eq). The mixture was stirred at rt for 16 hrs and quenched by the slow addition of saturated aqueous NH4Cl. The aqueous layer was extracted with EtOAc. The combined organic layers were dried over Na2SO4, filtered and concentrated. The crude product was used as such for the next step. Reactants: ClC1=NC=C(C=C1)Cl (2,5-dichloropyridine), C([O-])([O-])=O.[Na+].[Na+] (sodium carbonate), FC1=CC=C(OCC2CC3N(CCNC3)C2)C=C1 ((7RS,8aSR)-7-(4-fluorophenoxy)methyl-1,2,3,4,6,7,8,8a-octahydro-pyrrolo[1,2-a]pyrazine). Solvent: C(CC(C)C)O (isoamyl alcohol). Product: FC1=CC=C(OCC2CC3N(CCN(C3)C3=NC=C(C=C3)Cl)C2)C=C1 ((7RS,8aSR)-7-(4-Fluorophenoxy)methyl-2-(5-chloropyridin-2-yl)-1,2,3,4,6,7,8,8a-octahydro-pyrrolo[1,2-a]pyrazine). The yield is 1.9%. Reaction SMILES: Cl[C:2]1[CH:7]=[CH:6][C:5]([Cl:8])=[CH:4][N:3]=1.C(=O)([O-])[O-].[Na+].[Na+].[F:15][C:16]1[CH:32]=[CH:31][C:19]([O:20][CH2:21][CH:22]2[CH2:30][N:25]3[CH2:26][CH2:27][NH:28][CH2:29][CH:24]3[CH2:23]2)=[CH:18][CH:17]=1>C(O)CC(C)C>[F:15][C:16]1[CH:17]=[CH:18][C:19]([O:20][CH2:21][CH:22]2[CH2:30][N:25]3[CH2:26][CH2:27][N:28]([C:2]4[CH:7]=[CH:6][C:5]([Cl:8])=[CH:4][N:3]=4)[CH2:29][CH:24]3[CH2:23]2)=[CH:31][CH:32]=1 |f:1.2.3|. Procedure details: A mixture of 3.8 g (26 mmol) of 2,5-dichloropyridine, 1.3 g (12 mmol) of sodium carbonate, 1.3 g (5.2 mmol) of (7RS,8aSR)-7-(4-fluorophenoxy)methyl-1,2,3,4,6,7,8,8a-octahydro-pyrrolo[1,2-a]pyrazine (Preparation 2), and 20 mL of isoamyl alcohol was heated at reflux for 18 h. The solvent was evaporated, the residue taken up in water and ethyl acetate, and the pH adjusted to 11 with sodium carbonate. The layers were separated and the organic phase was dried (magnesium sulfate), filtered, and evapor... Starting materials: CN[C@@H]1CC[C@H](CC1)C1=CC2=C(NC(O2)=O)C=C1 (6-[trans-4-(methylamino)cyclohexyl]-3H-benzoxazol-2-one), ClC1=C(C=CC(=C1)Cl)CCC=O (3-(2,4-dichlorophenyl)-propionaldehyde), Cl (HCl). Yields the product ClC1=C(C=CC(=C1)Cl)CCCN([C@@H]1CC[C@H](CC1)C1=CC2=C(NC(O2)=O)C=C1)C (6-(trans-4-{[3-(2,4-dichlorophenyl)propyl]methylamino}cyclohexyl)-3H-benzoxazol-2-one). The yield is 54.2%. As a reaction SMILES: [CH3:1][NH:2][C@H:3]1[CH2:8][CH2:7][C@H:6]([C:9]2[CH:18]=[CH:17][C:12]3[NH:13][C:14](=[O:16])[O:15][C:11]=3[CH:10]=2)[CH2:5][CH2:4]1.[Cl:19][C:20]1[CH:25]=[C:24]([Cl:26])[CH:23]=[CH:22][C:21]=1[CH2:27][CH2:28][CH:29]=O.Cl>>[Cl:19][C:20]1[CH:25]=[C:24]([Cl:26])[CH:23]=[CH:22][C:21]=1[CH2:27][CH2:28][CH2:29][N:2]([CH3:1])[C@H:3]1[CH2:4][CH2:5][C@H:6]([C:9]2[CH:18]=[CH:17][C:12]3[NH:13][C:14](=[O:16])[O:15][C:11]=3[CH:10]=2)[CH2:7][CH2:8]1. Procedure details: Condensation of 15 (550 mg, 1.9 mmol) and 3-(2,4-dichlorophenyl)-propionaldehyde (390 mg, 1.9 mmol) following the procedure described in Example 45, Step 2, followed by conversion to the HCl salt, gave 6-(trans-4-{[3-(2,4-dichlorophenyl)propyl]methylamino}cyclohexyl)-3H-benzoxazol-2-one (446 mg, 50%), as an off-white solid: mp 273-279° C.; IR (KBr): 2949, 1775, 1500, 1474 cm−1; 1H NMR(500 MHz, DMSO-d6): δ 11.49 (s, 1H), 10.01 (s, 1H), 7.61 (d, J=2 Hz, 1H), 7.47-7.41 (m, 2H), 7.17 (s, 1H), 7.00 (... Reactants: C(C)OC(C(CC=1C=NC(=C(C1)Cl)NC(=O)OC(C)(C)C)CSC(C)=O)=O (2-acetylsulfanylmethyl-3-(6-tert-butoxycarbonylamino-5-chloro-pyridin-3-yl)-propionic acid ethyl ester). Run in Cl (HCl). Product: NC1=C(C=C(C=N1)CC(C(=O)O)CS)Cl (3-(6-Amino-5-chloro-pyridin-3-yl)-2-mercaptomethyl-propionic acid). Yield: 110.5%. As a reaction SMILES: C([O:3][C:4](=[O:27])[CH:5]([CH2:22][S:23]C(=O)C)[CH2:6][C:7]1[CH:8]=[N:9][C:10]([NH:14]C(OC(C)(C)C)=O)=[C:11]([Cl:13])[CH:12]=1)C>Cl>[NH2:14][C:10]1[N:9]=[CH:8][C:7]([CH2:6][CH:5]([CH2:22][SH:23])[C:4]([OH:27])=[O:3])=[CH:12][C:11]=1[Cl:13]. Procedure: A solution of 2-acetylsulfanylmethyl-3-(6-tert-butoxycarbonylamino-5-chloro-pyridin-3-yl)-propionic acid ethyl ester (55mg, 0.132 mmol) in concentrated HCl (4 mL) was refluxed for 90 min. The reaction was cooled and concentrated under reduced pressure to give the title compound as the HCl salt (36mg, 96.4%) The reactants are CN(C=O)C (N,N-Dimethylformamide), OCCC1=C(N=C(O1)C)C1=CC=CC=C1 (5-(2-hydroxyethyl)-2-methyl-4-phenyloxazole), S(=O)(Cl)Cl (thionyl chloride). The solvent is C(Cl)(Cl)Cl (chloroform). The product is ClCCC1=C(N=C(O1)C)C1=CC=CC=C1 (5-(2-chloroethyl)-2-methyl-4-phenyloxazole). RXN SMILES: CN(C)C=O.O[CH2:7][CH2:8][C:9]1[O:13][C:12]([CH3:14])=[N:11][C:10]=1[C:15]1[CH:20]=[CH:19][CH:18]=[CH:17][CH:16]=1.S(Cl)([Cl:23])=O>C(Cl)(Cl)Cl>[Cl:23][CH2:7][CH2:8][C:9]1[O:13][C:12]([CH3:14])=[N:11][C:10]=1[C:15]1[CH:20]=[CH:19][CH:18]=[CH:17][CH:16]=1. Reported procedure: N,N-Dimethylformamide (4.0 ml) was added to a solution of 5-(2-hydroxyethyl)-2-methyl-4-phenyloxazole (10.5 g) in chloroform (100 ml) and, under ice-cooling and stirring, thionyl chloride (11.4 ml) was added dropwise. The mixture was refluxed for 30 minutes and the solvent was distilled off. Then, ice water was added and the mixture was neutralized with sodium hydrogen carbonate and extracted with ethyl ether. The ethyl ether layer was washed with water and dried over anhydrous magnesium sulfate... The reactants are solid, BrC1=C(C=CC2=CC(=CC=C12)C=1NC2=CC=CC=C2C1CCCCC)OCC#N ({[1-bromo-6-(3-pentyl-1H-indol-2-yl)-2-naphthyl]oxy}acetonitrile), FC(C1=C(CBr)C=CC=C1)(F)F (2-trifluoromethyl benzyl bromide). The product is C(CCCC)C1=C(N(C2=CC=CC=C12)CC1=C(C=CC=C1)C(F)(F)F)C=1C=C2C=CC(=C(C2=CC1)Br)OCC#N ({[6-(3-Pentyl-1-[2-(trifluoromethyl)benzyl]-1H-indol-2-yl)-1-bromo-2-naphthyl]oxy}acetonitrile). As a reaction SMILES: [Br:1][C:2]1[C:11]2[C:6](=[CH:7][C:8]([C:12]3[NH:13][C:14]4[C:19]([C:20]=3[CH2:21][CH2:22][CH2:23][CH2:24][CH3:25])=[CH:18][CH:17]=[CH:16][CH:15]=4)=[CH:9][CH:10]=2)[CH:5]=[CH:4][C:3]=1[O:26][CH2:27][C:28]#[N:29].[F:30][C:31]([F:41])([F:40])[C:32]1[CH:39]=[CH:38][CH:37]=[CH:36][C:33]=1[CH2:34]Br>>[CH2:21]([C:20]1[C:19]2[C:14](=[CH:15][CH:16]=[CH:17][CH:18]=2)[N:13]([CH2:34][C:33]2[CH:36]=[CH:37][CH:38]=[CH:39][C:32]=2[C:31]([F:30])([F:40])[F:41])[C:12]=1[C:8]1[CH:7]=[C:6]2[C:11](=[CH:10][CH:9]=1)[C:2]([Br:1])=[C:3]([O:26][CH2:27][C:28]#[N:29])[CH:4]=[CH:5]2)[CH2:22][CH2:23][CH2:24][CH3:25]. Reported procedure: The title compound was prepared as a solid (0.053 g, 14%) from {[1-bromo-6-(3-pentyl-1H-indol-2-yl)-2-naphthyl]oxy}acetonitrile using 2-trifluoromethyl benzyl bromide and the procedure from step 4 of Example 2; 1H NMR (DMSO-d6) δ 0.72 (t, J=7.0 Hz, 3H), 1.11-1.22 (m, 4H), 1.54-1.62 (m, 2H), 2.71 (t, J=7.4 Hz, 2H), 5.42 (s, 2H), 5.48 (s, 2H), 6.34 (d, J=7.9 Hz, 1H), 7.11-7.20 (m, 2H), 7.28 (d, J=7.8 Hz, 1H), 7.37 (t, J=7.8 Hz, 1H), 7.45 (t, J=7.8 Hz, 1H), 7.57 (dd, J=1.7, 8.9 Hz, 1H), 7.63-7.68 (... Reactants: O[C@H](C)[C@@H]1[C@@H]2N(C(=C([C@@H]2C)S\C=C/C2=C(N=CS2)CO)C(=O)[O-])C1=O.[Na+] (sodium (1R,5S,6S)-6-((1R)-1-hydroxyethyl)-2-[[(Z)-2-(4-hydroxymethylthiazol-5-yl)ethen-1-yl]thio]-1-methyl-1-carbapen-2-em-3-carboxylate), C(C)OC(=O)OC(C)I (1-(ethoxycarbonyloxy)ethyl iodide). Product: O[C@H](C)[C@@H]1[C@@H]2N(C(=C([C@@H]2C)S\C=C/C2=C(N=CS2)CO)C(=O)OC(C)OC(=O)OCC)C1=O (1-(Ethoxycarbonyloxy)ethyl (1R,5S,6S)-6-((1R)-1-hydroxyethyl)-2-[[(Z)-2-(4-hydroxymethylthiazol-5-yl)ethen-1-yl]thio]-1-methyl-1-carbapen-2-em-3-carboxylate). The yield is 93.4%. As a reaction SMILES: [OH:1][C@@H:2]([C@H:4]1[C:24](=[O:25])[N:6]2[C:7]([C:21]([O-:23])=[O:22])=[C:8]([S:11]/[CH:12]=[CH:13]\[C:14]3[S:18][CH:17]=[N:16][C:15]=3[CH2:19][OH:20])[C@H:9]([CH3:10])[C@H:5]12)[CH3:3].[Na+].[CH2:27]([O:29][C:30]([O:32][CH:33](I)[CH3:34])=[O:31])[CH3:28]>>[OH:1][C@@H:2]([C@H:4]1[C:24](=[O:25])[N:6]2[C:7]([C:21]([O:23][CH:27]([O:29][C:30]([O:32][CH2:33][CH3:34])=[O:31])[CH3:28])=[O:22])=[C:8]([S:11]/[CH:12]=[CH:13]\[C:14]3[S:18][CH:17]=[N:16][C:15]=3[CH2:19][OH:20])[C@H:9]([CH3:10])[C@H:5]12)[CH3:3] |f:0.1|. Procedure: In the same manner as in Example 81, 167 mg of the title compound was prepared from 145 mg of sodium (1R,5S,6S)-6-((1R)-1-hydroxyethyl)-2-[[(Z)-2-(4-hydroxymethylthiazol-5-yl)ethen-1-yl]thio]-1-methyl-1-carbapen-2-em-3-carboxylate and 148 mg of 1-(ethoxycarbonyloxy)ethyl iodide. Reactants: COCCOCCOC, COC(=O)c1ccc(F)cc1F, [K+], [K+], [K+], Oc1cccc2[nH]ccc12, O=P([O-])([O-])[O-]. The product is COC(=O)c1ccc(F)cc1Oc1cccc2[nH]ccc12. As a reaction SMILES: [CH3:31][O:32][CH2:33][CH2:34][O:35][CH2:36][CH2:37][O:38][CH3:39].[F:1][c:2]1[c:3]([C:4](=[O:5])[O:6][CH3:7])[cH:8][cH:9][c:10]([F:12])[cH:11]1.[K+:18].[K+:19].[K+:20].[OH:21][c:22]1[c:23]2[cH:24][cH:25][nH:26][c:27]2[cH:28][cH:29][cH:30]1.[P:13]([O-:14])([O-:15])([O-:16])=[O:17]>>[c:2]1([O:21][c:22]2[c:23]3[cH:24][cH:25][nH:26][c:27]3[cH:28][cH:29][cH:30]2)[c:3]([C:4](=[O:5])[O:6][CH3:7])[cH:8][cH:9][c:10]([F:12])[cH:11]1.